The task is: describe an organic reaction: reactants, conditions, products, and yield. This data is from the Open Reaction Database (ORD), a public repository of structured organic reaction records. Reactants: COc1cc(Br)ccc1OCc1ccccc1, CON(C)C(=O)c1cccnc1C(F)(F)F, Cl, [Li]CCCC, C1CCOC1. The product is COc1cc(C(=O)c2cccnc2C(F)(F)F)ccc1OCc1ccccc1. As a reaction SMILES: [CH2:1]([c:2]1[cH:3][cH:4][cH:5][cH:6][cH:7]1)[O:8][c:9]1[c:10]([O:16][CH3:17])[cH:11][c:12]([Br:15])[cH:13][cH:14]1.[CH3:23][O:24][N:25]([C:26]([c:27]1[c:28]([C:33]([F:34])([F:35])[F:36])[n:29][cH:30][cH:31][cH:32]1)=[O:37])[CH3:38].[ClH:39].[Li:18][CH2:19][CH2:20][CH2:21][CH3:22].[O:40]1[CH2:41][CH2:42][CH2:43][CH2:44]1>>[CH2:1]([c:2]1[cH:3][cH:4][cH:5][cH:6][cH:7]1)[O:8][c:9]1[c:10]([O:16][CH3:17])[cH:11][c:12]([C:26]([c:27]2[c:28]([C:33]([F:34])([F:35])[F:36])[n:29][cH:30][cH:31][cH:32]2)=[O:37])[cH:13][cH:14]1. Reactants: COC=1C=C(C=CC1OC)C(CC1=CC=CC=C1)NC[C@@H](C=1C=CC(=NC1)Cl)O ((R)-N-[1-(3,4-dimethoxyphenyl)-2-phenylethyl]-2-hydroxy-2-(2-chloropyrid-5-yl)-ethylamine), [OH-].[Na+] (sodium hydroxide), OCC1(O)[C@H](O)[C@H](O)[C@H](O)CO1 (Psi). Reagents/catalysts: [Ni] (Ni). Run in C(C)O (ethanol). Yields the product COC=1C=C(C=CC1OC)C(CC1=CC=CC=C1)NC[C@@H](C=1C=NC=CC1)O ((R)-N-[1-(3,4-Dimethoxyphenyl)-2-phenylethyl]-2-hydroxy-2-(pyridin -3-yl)-ethylamine). RXN SMILES: [CH3:1][O:2][C:3]1[CH:4]=[C:5]([CH:11]([NH:19][CH2:20][C@H:21]([OH:29])[C:22]2[CH:23]=[CH:24][C:25](Cl)=[N:26][CH:27]=2)[CH2:12][C:13]2[CH:18]=[CH:17][CH:16]=[CH:15][CH:14]=2)[CH:6]=[CH:7][C:8]=1[O:9][CH3:10].[OH-].[Na+].OCC1(OC[C@@H](O)[C@@H](O)[C@H]1O)O>C(O)C.[Ni]>[CH3:1][O:2][C:3]1[CH:4]=[C:5]([CH:11]([NH:19][CH2:20][C@H:21]([OH:29])[C:22]2[CH:27]=[N:26][CH:25]=[CH:24][CH:23]=2)[CH2:12][C:13]2[CH:18]=[CH:17][CH:16]=[CH:15][CH:14]=2)[CH:6]=[CH:7][C:8]=1[O:9][CH3:10] |f:1.2|. Procedure: A solution of (R)-N-[1-(3,4-dimethoxyphenyl)-2-phenylethyl]-2-hydroxy-2-(2-chloropyrid-5-yl)-ethylamine (100 mg, 0.26 mmol) in ethanol (7 mL) with 5N sodium hydroxide (0.1 mL, 0.5 mmol) was degassed with argon prior to the addition of Ni(R) (100 mg). The mixture was hydrogenated at 40 Psi overnight and then the catalyst was filtered through Celite and washed with a small amount of ethanol. The filtrate was stripped and the product was purified by prep TLC on silica gel (eluent: 5% methanol in me... Starting materials: O=C([O-])[O-], CN(C)C=O, O=C(c1c[nH]c2cc(Cl)ccc12)C(F)(F)F, CC(C)I, [K+], [K+]. RXN SMILES: [C:17](=[O:18])([O-:19])[O-:20].[CH3:27][N:28]([CH3:29])[CH:30]=[O:31].[Cl:1][c:2]1[cH:3][cH:4][c:5]2[c:6]([C:11]([C:12]([F:13])([F:14])[F:15])=[O:16])[cH:7][nH:8][c:9]2[cH:10]1.[I:23][CH:24]([CH3:25])[CH3:26].[K+:21].[K+:22]>>[Cl:1][c:2]1[cH:3][cH:4][c:5]2[c:6]([C:11]([C:12]([F:13])([F:14])[F:15])=[O:16])[cH:7][n:8]([CH:24]([CH3:25])[CH3:26])[c:9]2[cH:10]1. The product is CC(C)n1cc(C(=O)C(F)(F)F)c2ccc(Cl)cc21. Reaction SMILES: [C:39].[CH2:1]([CH2:2][CH2:3][CH2:4][CH3:5])[CH:6]1[CH2:7][CH2:8][CH:9]([c:12]2[cH:13][cH:14][c:15](-[c:18]3[cH:19][cH:20][c:21]([CH:24]=[CH:25][CH:26]4[CH2:27][CH2:28][CH:29]([CH2:32][CH2:33][CH2:34][CH2:35][CH3:36])[CH2:30][CH2:31]4)[cH:22][cH:23]3)[cH:16][cH:17]2)[CH2:10][CH2:11]1.[CH2:41]([OH:42])[CH3:43].[H:37][H:38].[Pd:40].[c:44]1([CH3:45])[cH:46][cH:47][cH:48][cH:49][cH:50]1>>[CH2:1]([CH2:2][CH2:3][CH2:4][CH3:5])[CH:6]1[CH2:7][CH2:8][CH:9]([c:12]2[cH:13][cH:14][c:15](-[c:18]3[cH:19][cH:20][c:21]([CH2:24][CH2:25][CH:26]4[CH2:27][CH2:28][CH:29]([CH2:32][CH2:33][CH2:34][CH2:35][CH3:36])[CH2:30][CH2:31]4)[cH:22][cH:23]3)[cH:16][cH:17]2)[CH2:10][CH2:11]1. The product is CCCCCC1CCC(CCc2ccc(-c3ccc(C4CCC(CCCCC)CC4)cc3)cc2)CC1. Reactants: C, CCCCCC1CCC(C=Cc2ccc(-c3ccc(C4CCC(CCCCC)CC4)cc3)cc2)CC1, CCO, [H][H], [Pd], Cc1ccccc1. Reaction SMILES: [Al+3:33].[H-:32].[H-:35].[H-:36].[H-:37].[Li+:34].[O:38]1[CH2:39][CH2:40][CH2:41][CH2:42]1.[c:1]1([CH:7]([N:8]2[CH2:9][C:10]([C:12](=[O:13])[NH:14][CH:15]([CH3:16])[CH3:17])([NH:18][CH2:19][c:20]3[cH:21][cH:22][cH:23][cH:24][cH:25]3)[CH2:11]2)[c:26]2[cH:27][cH:28][cH:29][cH:30][cH:31]2)[cH:2][cH:3][cH:4][cH:5][cH:6]1>>[c:1]1([CH:7]([N:8]2[CH2:9][C:10]([CH2:12][NH:14][CH:15]([CH3:16])[CH3:17])([NH:18][CH2:19][c:20]3[cH:21][cH:22][cH:23][cH:24][cH:25]3)[CH2:11]2)[c:26]2[cH:27][cH:28][cH:29][cH:30][cH:31]2)[cH:2][cH:3][cH:4][cH:5][cH:6]1. Product: CC(C)NCC1(NCc2ccccc2)CN(C(c2ccccc2)c2ccccc2)C1. The reactants are [Al+3], [H-], [H-], [H-], [H-], [Li+], C1CCOC1, CC(C)NC(=O)C1(NCc2ccccc2)CN(C(c2ccccc2)c2ccccc2)C1. Starting materials: CCOC(C)=O, ClCCl, O=C(O)C(F)(F)F, [Na+], [OH-], O, N#Cc1ccc2sc3c(c2c1)CC(CO)CC3. Product: N#Cc1ccc2sc3c(c2c1)CC(C=O)CC3. Reaction SMILES: [CH3:31][CH2:32][O:33][C:34]([CH3:35])=[O:36].[Cl:28][CH2:29][Cl:30].[F:18][C:19]([F:20])([F:21])[C:22]([OH:23])=[O:24].[Na+:27].[OH-:26].[OH2:25].[OH:1][CH2:2][CH:3]1[CH2:4][CH2:5][c:6]2[c:7]([c:8]3[c:9]([s:10]2)[cH:11][cH:12][c:13]([C:15]#[N:16])[cH:14]3)[CH2:17]1>>[O:1]=[CH:2][CH:3]1[CH2:4][CH2:5][c:6]2[c:7]([c:8]3[c:9]([s:10]2)[cH:11][cH:12][c:13]([C:15]#[N:16])[cH:14]3)[CH2:17]1. Yields the product Cl, Cc1ccc(CCCOCCNCCOCc2ccc(-c3nc4ccccc4o3)cc2)cc1. RXN SMILES: [CH3:35][OH:36].[ClH:1].[o:2]1[c:3](-[c:11]2[cH:12][cH:13][c:14]([CH2:15][O:16][CH2:17][CH2:18][NH:19][CH2:20][CH2:21][O:22][CH2:23][C:24]#[C:25][c:26]3[cH:27][cH:28][c:29]([CH3:32])[cH:30][cH:31]3)[cH:33][cH:34]2)[n:4][c:5]2[c:6]1[cH:7][cH:8][cH:9][cH:10]2>>[ClH:1].[o:2]1[c:3](-[c:11]2[cH:12][cH:13][c:14]([CH2:15][O:16][CH2:17][CH2:18][NH:19][CH2:20][CH2:21][O:22][CH2:23][CH2:24][CH2:25][c:26]3[cH:27][cH:28][c:29]([CH3:32])[cH:30][cH:31]3)[cH:33][cH:34]2)[n:4][c:5]2[c:6]1[cH:7][cH:8][cH:9][cH:10]2. The reactants are CO, Cl, Cc1ccc(C#CCOCCNCCOCc2ccc(-c3nc4ccccc4o3)cc2)cc1.